This data is from the Open Reaction Database (ORD), a public repository of structured organic reaction records. The task is: describe an organic reaction: reactants, conditions, products, and yield Reactants: acetal, C(C)OC(CN(C1=CC=C(C=C1)Cl)C(=O)OCC1=CC=CC=C1)OCC (N-benzyloxycarbonyl-p-chloroanilinoacetaldehyde diethyl acetal), Cl.OC=1C=C(CCN)C=CC1O (3,4-dihydroxyphenethylamine hydrochloride), C(CCC)O (n-butyl alcohol), resultant mixture. The solvent is O (water). The product is Cl.C(C1=CC=CC=C1)OC(=O)N(C1=CC=C(C=C1)Cl)CC1NCCC2=CC(=C(C=C12)O)O (1-(N-benzyloxycarbonyl-p-chloroanilinomethyl)-6,7-dihydroxy-1,2,3,4-tetrahydroisoquinoline hydrochloride). The yield is 111.3%. As a reaction SMILES: C(O[CH:4](OCC)[CH2:5][N:6]([C:14]([O:16][CH2:17][C:18]1[CH:23]=[CH:22][CH:21]=[CH:20][CH:19]=1)=[O:15])[C:7]1[CH:12]=[CH:11][C:10]([Cl:13])=[CH:9][CH:8]=1)C.Cl.[OH:28][C:29]1[CH:30]=[C:31]([CH:35]=[CH:36][C:37]=1[OH:38])[CH2:32][CH2:33][NH2:34].C(O)CCC>O>[ClH:13].[CH2:17]([O:16][C:14]([N:6]([CH2:5][CH:4]1[C:35]2[C:31](=[CH:30][C:29]([OH:28])=[C:37]([OH:38])[CH:36]=2)[CH2:32][CH2:33][NH:34]1)[C:7]1[CH:8]=[CH:9][C:10]([Cl:13])=[CH:11][CH:12]=1)=[O:15])[C:18]1[CH:19]=[CH:20][CH:21]=[CH:22][CH:23]=1 |f:1.2,5.6|. Procedure: N-benzyloxycarbonyl-p-chloroanilinoacetaldehyde diethyl acetal (10 g) and 3,4-dihydroxyphenethylamine hydrochloride (4.2 g) were added to a mixture of n-butyl alcohol (100 ml) and water (14 ml) and then the mixture was refluxed for 4 hours. The above-mentioned acetal (1 g) was added to the mixture and the resultant mixture was refluxed for 4 hours. The reaction mixture was concentrated to dryness under reduced pressure and the residue was washed with ethyl acetate and collected by filtration. Th... Starting materials: CC(C)COC(=O)C(C)O, CCOC(C)=O, C=COCC(C)C, O=P(Cl)(Cl)Cl. Yields the product CC(C)COC(=O)C(C)OC(C)OCC(C)C. Reaction SMILES: [C:8]([CH:9]([OH:10])[CH3:11])(=[O:12])[O:13][CH2:14][CH:15]([CH3:16])[CH3:17].[CH3:23][CH2:24][O:25][C:26](=[O:27])[CH3:28].[CH:1](=[CH2:2])[O:3][CH2:4][CH:5]([CH3:6])[CH3:7].[P:18]([Cl:19])([Cl:20])([Cl:21])=[O:22]>>[CH:1]([CH3:2])([O:3][CH2:4][CH:5]([CH3:6])[CH3:7])[O:10][CH:9]([C:8](=[O:12])[O:13][CH2:14][CH:15]([CH3:16])[CH3:17])[CH3:11]. Starting materials: CCOC(=O)c1nc(-c2ccc(F)c(Cl)c2)c(Br)s1, Cl, [Li+], C1CCOC1, [OH-], O. Yields the product O=C(O)c1nc(-c2ccc(F)c(Cl)c2)c(Br)s1. RXN SMILES: [Br:1][c:2]1[c:3](-[c:12]2[cH:13][c:14]([Cl:19])[c:15]([F:18])[cH:16][cH:17]2)[n:4][c:5]([C:7](=[O:8])[O:9][CH2:10][CH3:11])[s:6]1.[ClH:23].[Li+:20].[O:24]1[CH2:25][CH2:26][CH2:27][CH2:28]1.[OH-:21].[OH2:22]>>[Br:1][c:2]1[c:3](-[c:12]2[cH:13][c:14]([Cl:19])[c:15]([F:18])[cH:16][cH:17]2)[n:4][c:5]([C:7](=[O:8])[OH:9])[s:6]1. Reactants: CCO, CC(=O)O, Fc1ccc2c(C3=CCNCC3)c[nH]c2c1, O=[Pt]. Yields the product Fc1ccc2c(C3CCNCC3)c[nH]c2c1. As a reaction SMILES: [CH3:17][CH2:18][OH:19].[CH3:20][C:21](=[O:22])[OH:23].[F:1][c:2]1[cH:3][cH:4][c:5]2[c:6]([C:11]3=[CH:16][CH2:15][NH:14][CH2:13][CH2:12]3)[cH:7][nH:8][c:9]2[cH:10]1.[Pt:24]=[O:25]>>[F:1][c:2]1[cH:3][cH:4][c:5]2[c:6]([CH:11]3[CH2:12][CH2:13][NH:14][CH2:15][CH2:16]3)[cH:7][nH:8][c:9]2[cH:10]1. The reactants are azodicarboxylic dipiperidide, C(CCC)P(CCCC)CCCC (tributylphosphine), C(C)OC(CC1=CC(=C(C=C1)O)Cl)=O (3-chloro-4-hydroxyphenyl-acetic acid ethyl ester), BrC1=CC=C(C=C1)/C(=C/CO)/C1=CC=CC=C1 ((E)-3-(4-bromo-phenyl)-3-phenyl-prop-2-en-1-ol). Solvent: C1CCOC1 (THF). Reaction conditions: time 2 hour. The product is C(C)OC(CC1=CC(=C(C=C1)OC\C=C(/C1=CC=CC=C1)\C1=CC=C(C=C1)Br)Cl)=O ((E)-{4-[3-(4-Bromo-phenyl)-3-phenyl-allyloxy]-3-chloro-phenyl}-acetic acid ethyl ester). Yield: 65.9%. RXN SMILES: C(P(CCCC)CCCC)CCC.[CH2:14]([O:16][C:17](=[O:27])[CH2:18][C:19]1[CH:24]=[CH:23][C:22]([OH:25])=[C:21]([Cl:26])[CH:20]=1)[CH3:15].[Br:28][C:29]1[CH:34]=[CH:33][C:32](/[C:35](/[C:39]2[CH:44]=[CH:43][CH:42]=[CH:41][CH:40]=2)=[CH:36]/[CH2:37]O)=[CH:31][CH:30]=1>C1COCC1>[CH2:14]([O:16][C:17](=[O:27])[CH2:18][C:19]1[CH:24]=[CH:23][C:22]([O:25][CH2:37]/[CH:36]=[C:35](/[C:32]2[CH:31]=[CH:30][C:29]([Br:28])=[CH:34][CH:33]=2)\[C:39]2[CH:44]=[CH:43][CH:42]=[CH:41][CH:40]=2)=[C:21]([Cl:26])[CH:20]=1)[CH3:15]. Procedure details: Under a atmosphere of nitrogen, azodicarboxylic dipiperidide (756 mg, 3.0 mmol) was added at 0-5° C. to a stirred solution of tributylphosphine (786 mg, 3.0 mmol), 3-chloro-4-hydroxyphenyl-acetic acid ethyl ester (537 mg, 2.5 mmol) and (E)-3-(4-bromo-phenyl)-3-phenyl-prop-2-en-1-ol (578 mg, 2.0 mmol) in dry THF (15 ml), the mixture was stirred for 2 h. The reaction mixture was filtered and concentrated in vacuo. The residue was purified by flash chromatography on silica (eluent: toluen) to give ... The reactants are BrC=1C=C(C=NC1)C(=O)N=[N+]=[N-] (5-Bromo-3-pyridylcarbonylazide), [N-]=C=O (isocyanate), COC=1C=C2CCNC2=CC1C(F)(F)F (5-methoxy-6-trifluoromethyl indoline). The solvent is C1(=CC=CC=C1)C (toluene), ClCCl (dichloromethane). Reaction conditions: time 8 hour. Product: BrC=1C=C(C=NC1)NC(=O)N1CCC2=CC(=C(C=C12)C(F)(F)F)OC (1-[5-Bromo-(3-pyridylcarbamoyl)]-5-methoxy-6-trifluoromethyl indoline). Isolated yield 81.0%. As a reaction SMILES: [Br:1][C:2]1[CH:3]=[C:4](C(N=[N+]=[N-])=O)[CH:5]=[N:6][CH:7]=1.[N-:13]=[C:14]=[O:15].[CH3:16][O:17][C:18]1[CH:19]=[C:20]2[C:24](=[CH:25][C:26]=1[C:27]([F:30])([F:29])[F:28])[NH:23][CH2:22][CH2:21]2>C1(C)C=CC=CC=1.ClCCl>[Br:1][C:2]1[CH:3]=[C:4]([NH:13][C:14]([N:23]2[C:24]3[C:20](=[CH:19][C:18]([O:17][CH3:16])=[C:26]([C:27]([F:29])([F:30])[F:28])[CH:25]=3)[CH2:21][CH2:22]2)=[O:15])[CH:5]=[N:6][CH:7]=1. Procedure details: 5-Bromo-3-pyridylcarbonylazide (3.7 g, 16 mmoles) was heated under reflux in dry toluene (100 ml) for 1 hr. After cooling the resulting solution of isocyanate was treated with a solution of 5-methoxy-6-trifluoromethyl indoline (D11) (35 g, 16 mmoles) in dichloromethane (600 ml) and stirred overnight. The mixture was concentrated in vacuo and the residue triturated with diethyl ether. Filtration and washing with more diethyl ether gave the tide compound (D26) (5.4 g, 81%). Reactants: FC(C=1C=C(C=CC1)NC(=O)N1CCC2=CC(=CC=C12)OC1=NC=NC(=C1)Cl)(F)F (5-(6-Chloro-pyrimidin-4-yloxy)-2,3-dihydro-indole-1-carboxylic acid (3-trifluoromethyl-phenyl)-amide), NCCCN1CCN(CC1)C (1-(3-aminopropyl)-4-methyl-piperazine), N[C@@H](CC1=CC=C2C=CC=CC2=C1)C(=O)O (Nal). Solvent: C(C)(C)O (isopropanol). Product: FC(C=1C=C(C=CC1)NC(=O)N1CCC2=CC(=CC=C12)OC1=NC=NC(=C1)NCCCN1CCN(CC1)C)(F)F (5-{6-[3-(4-Methylpiperazin-1-yl)-propylamino]-pyrimidin-4-yloxy}-2,3-dihydro-indole-1-carboxylic acid (3-trifluormethyl-phenyl)-amide). As a reaction SMILES: [F:1][C:2]([F:30])([F:29])[C:3]1[CH:4]=[C:5]([NH:9][C:10]([N:12]2[C:20]3[C:15](=[CH:16][C:17]([O:21][C:22]4[CH:27]=[C:26](Cl)[N:25]=[CH:24][N:23]=4)=[CH:18][CH:19]=3)[CH2:14][CH2:13]2)=[O:11])[CH:6]=[CH:7][CH:8]=1.[NH2:31][CH2:32][CH2:33][CH2:34][N:35]1[CH2:40][CH2:39][N:38]([CH3:41])[CH2:37][CH2:36]1.N[C@H](C(O)=O)CC1C=C2C(C=CC=C2)=CC=1>C(O)(C)C>[F:1][C:2]([F:30])([F:29])[C:3]1[CH:4]=[C:5]([NH:9][C:10]([N:12]2[C:20]3[C:15](=[CH:16][C:17]([O:21][C:22]4[CH:27]=[C:26]([NH:31][CH2:32][CH2:33][CH2:34][N:35]5[CH2:36][CH2:37][N:38]([CH3:41])[CH2:39][CH2:40]5)[N:25]=[CH:24][N:23]=4)=[CH:18][CH:19]=3)[CH2:14][CH2:13]2)=[O:11])[CH:6]=[CH:7][CH:8]=1. Reported procedure: 304 ring (0.70 mMol) of 5-(6-Chloro-pyrimidin-4-yloxy)-2,3-dihydro-indole-1-carboxylic acid (3-trifluoromethyl-phenyl)-amide (WO 03/099771; Stage 163), 477 μl (2.8 mMol) 1-(3-aminopropyl)-4-methyl-piperazine and a trace of Nal are heated in 10 ml isopropanol for 22 h at 50° C. Then the mixture is concentrated partially in vacuo. The residue is dissolved in EtOAc and NaHCO3 and the aqueous layer extracted twice with EtOAc. The organic layers are washed twice with water and brine, dried (Na2SO4) a...